describe an organic reaction: reactants, conditions, products, and yield From a dataset of the Open Reaction Database (ORD), a public repository of structured organic reaction records. Reactants: N(=NC(=O)OCC)C(=O)OCC (diethyl azodicarboxylate), ClC1=CC=C(C=C1)C=1N=C(OC1CCCO)N1C(=NC=C1)C (4-(4-chlorophenyl)-2-(2-methyl-1-imidazolyl)-5-oxazolepropanol), COC=1C=C(C=CC1)O (3-methoxyphenol), C(CCC)P(CCCC)CCCC (tributylphosphine). The solvent is C1(=CC=CC=C1)C (toluene), O1CCCC1 (tetrahydrofuran). Conditions: time 3 hour. Product: ClC1=CC=C(C=C1)C=1N=C(OC1CCCOC1=CC(=CC=C1)OC)N1C(=NC=C1)C (4-(4-chlorophenyl)-5-[3-(3-methoxylphenoxy)propyl]-2-(2-methyl-1-imidazolyl)oxazole). The yield is 70.5%. RXN SMILES: [Cl:1][C:2]1[CH:7]=[CH:6][C:5]([C:8]2[N:9]=[C:10]([N:17]3[CH:21]=[CH:20][N:19]=[C:18]3[CH3:22])[O:11][C:12]=2[CH2:13][CH2:14][CH2:15][OH:16])=[CH:4][CH:3]=1.[CH3:23][O:24][C:25]1[CH:26]=[C:27](O)[CH:28]=[CH:29][CH:30]=1.C(P(CCCC)CCCC)CCC.N(C(OCC)=O)=NC(OCC)=O>C1(C)C=CC=CC=1.O1CCCC1>[Cl:1][C:2]1[CH:3]=[CH:4][C:5]([C:8]2[N:9]=[C:10]([N:17]3[CH:21]=[CH:20][N:19]=[C:18]3[CH3:22])[O:11][C:12]=2[CH2:13][CH2:14][CH2:15][O:16][C:29]2[CH:28]=[CH:27][CH:26]=[C:25]([O:24][CH3:23])[CH:30]=2)=[CH:6][CH:7]=1. Procedure: To a mixture of 4-(4-chlorophenyl)-2-(2-methyl-1-imidazolyl)-5-oxazolepropanol (500 mg), 3-methoxyphenol (390 mg), tributylphosphine (640 mg) and tetrahydrofuran (20 ml) was added dropwise a toluene solution of diethyl azodicarboxylate (40%, 1.37 g) at room temperature, and the resulting mixture was stirred for 3 hours. After the reaction mixture was concentrated, the residue was subjected to silica gel column chromatography, and 4-(4-chlorophenyl)-5-[3-(3-methoxylphenoxy)propyl]-2-(2-methyl-1-i...